This data is from the Open Reaction Database (ORD), a public repository of structured organic reaction records. The task is: describe an organic reaction: reactants, conditions, products, and yield The reactants are O=S1(N=C(NC2=C1C=CC=C2)C=2C(N(C1=CC=CC=C1C2O)N=CC2=CC=C(C=C2)C)=O)=O (3-(1,1-dioxido-4H-1,2,4-benzothiadiazin-3-yl)-4-hydroxy-1-{[(4-methylphenyl)methylene]amino}quinolin-2(1H)-one), CO (methanol), solution, [BH4-].[Li+] (lithium borohydride), Cl (hydrochloric acid). The solvent is O1CCCC1 (tetrahydrofuran), O1CCCC1 (tetrahydrofuran), O (water). Reaction conditions: temperature 25 celsius, time 1 hour. The product is O=S1(N=C(NC2=C1C=CC=C2)C=2C(N(C1=CC=CC=C1C2O)NCC2=CC=C(C=C2)C)=O)=O (3-(1,1-dioxido-4H-1,2,4-benzothiadiazin-3-yl)-4-hydroxy-1-[(4-methylbenzyl)amino]quinolin-2(1H)-one). Reaction SMILES: [O:1]=[S:2]1(=[O:33])[C:7]2[CH:8]=[CH:9][CH:10]=[CH:11][C:6]=2[NH:5][C:4]([C:12]2[C:13](=[O:32])[N:14]([N:23]=[CH:24][C:25]3[CH:30]=[CH:29][C:28]([CH3:31])=[CH:27][CH:26]=3)[C:15]3[C:20]([C:21]=2[OH:22])=[CH:19][CH:18]=[CH:17][CH:16]=3)=[N:3]1.CO.[BH4-].[Li+].Cl>O1CCCC1.O>[O:33]=[S:2]1(=[O:1])[C:7]2[CH:8]=[CH:9][CH:10]=[CH:11][C:6]=2[NH:5][C:4]([C:12]2[C:13](=[O:32])[N:14]([NH:23][CH2:24][C:25]3[CH:26]=[CH:27][C:28]([CH3:31])=[CH:29][CH:30]=3)[C:15]3[C:20]([C:21]=2[OH:22])=[CH:19][CH:18]=[CH:17][CH:16]=3)=[N:3]1 |f:2.3|. Reported procedure: The product of Example 256A (0.065 g, 0.142 mmol) in tetrahydrofuran (3.0 mL) and methanol (0.012 mL, 0.284 mmol) at 0° C. was treated with dropwise addition of a 2.0M solution of lithium borohydride in tetrahydrofuran (0.111 mL, 0.222 mmol). The reaction was stirred at 25° C. for 1 hour, acidified with 1 M hydrochloric acid to a pH of approximately 2-4, diluted with water (8.0 mL), and the resulting precipitate was collected by filtration and dried. The crude product was triturated with dichlor... Reactants: ClC1=CC=C2C(=C1)NC(C21C(NC(CC1C1=C(C=CC(=C1)Cl)OC1(CCC1)C(=O)OC)=O)C1=C(C=CC(=C1)F)C)=O (racemic (2′R,3R,4′S)-6-chloro-4′-[5-chloro-2-(1-methoxycarbonyl-cyclobutoxy)-phenyl]-2′-(5-fluoro-2-methyl-phenyl)-spiro[3H-indole-3,3′-piperidine]-2,6′(1H)-dione), [OH-].[Na+] (NaOH). The solvent is CO (methanol), O (water). Conditions: temperature 70 celsius. The product is ClC1=CC=C2C(=C1)NC(C21C(NC(CC1C1=C(C=CC(=C1)Cl)OC1(CCC1)C(=O)O)=O)C1=C(C=CC(=C1)F)C)=O (racemic (2′S,3S,4′R)-6-chloro-4′-[5-chloro-2-(1-hydroxycarbonyl-cyclobutoxy)-phenyl]-2′-(5-fluoro-2-methyl-phenyl)spiro[3H-indole-3,3′-piperidine]-2,6′(1H)-dione). Isolated yield 90.9%. As a reaction SMILES: [Cl:1][C:2]1[CH:7]=[C:6]2[NH:8][C:9](=[O:41])[C:10]3([CH:15]([C:16]4[CH:21]=[C:20]([Cl:22])[CH:19]=[CH:18][C:17]=4[O:23][C:24]4([C:28]([O:30]C)=[O:29])[CH2:27][CH2:26][CH2:25]4)[CH2:14][C:13](=[O:32])[NH:12][CH:11]3[C:33]3[CH:38]=[C:37]([F:39])[CH:36]=[CH:35][C:34]=3[CH3:40])[C:5]2=[CH:4][CH:3]=1.[OH-].[Na+]>CO.O>[Cl:1][C:2]1[CH:7]=[C:6]2[NH:8][C:9](=[O:41])[C:10]3([CH:15]([C:16]4[CH:21]=[C:20]([Cl:22])[CH:19]=[CH:18][C:17]=4[O:23][C:24]4([C:28]([OH:30])=[O:29])[CH2:27][CH2:26][CH2:25]4)[CH2:14][C:13](=[O:32])[NH:12][CH:11]3[C:33]3[CH:38]=[C:37]([F:39])[CH:36]=[CH:35][C:34]=3[CH3:40])[C:5]2=[CH:4][CH:3]=1 |f:1.2|. Procedure: To a mixture of racemic (2′R,3R,4′S)-6-chloro-4′-[5-chloro-2-(1-methoxycarbonyl-cyclobutoxy)-phenyl]-2′-(5-fluoro-2-methyl-phenyl)-spiro[3H-indole-3,3′-piperidine]-2,6′(1H)-dione (200 mg, 0.33 mmol) in methanol (4 mL) was added a solution of NaOH (40 mg, 1 mmol) in water (2 mL). The mixture was heated at 70° C. for 2 h, evaporated to remove methanol, cooled to room temperature, and acidified to “pH” 1 with HCl aq. The precipitate was collected, washed with water and dried to give the title compo... The reactants are COC1=CC=C(C=C1C(=O)O)C(=O)N (6-methoxyisophthalamic acid), FC(C=1C=C(N)C=CC1)(F)F (3-trifluoromethylaniline). Product: COC1=C(C=C(C(=O)N)C=C1)C(=O)NC1=CC(=CC=C1)C(F)(F)F (4-methoxy-3-N-(3-trifluoromethylphenyl)-isophthalamide). As a reaction SMILES: [CH3:1][O:2][C:3]1[C:8]([C:9]([OH:11])=O)=[CH:7][C:6]([C:12]([NH2:14])=[O:13])=[CH:5][CH:4]=1.[F:15][C:16]([F:25])([F:24])[C:17]1[CH:18]=[C:19]([CH:21]=[CH:22][CH:23]=1)[NH2:20]>>[CH3:1][O:2][C:3]1[CH:4]=[CH:5][C:6]([C:12]([NH2:14])=[O:13])=[CH:7][C:8]=1[C:9]([NH:20][C:19]1[CH:21]=[CH:22][CH:23]=[C:17]([C:16]([F:15])([F:24])[F:25])[CH:18]=1)=[O:11]. Reported procedure: The captioned compound was synthesized from 6-methoxyisophthalamic acid and 3-trifluoromethylaniline by the same procedure as in the manufacturing method described in step C of Example 1-3-1. The reactants are BrC1=CC=C(S1)C=O (5-bromothiophene-2-carbaldehyde), C(C)C1=CC=C(C=C1)C1=CC(=C(C=C1)B(O)O)F (4′-ethyl-3-fluoro-4-biphenylboronic acid), C([O-])([O-])=O.[Na+].[Na+] (sodium carbonate), C1CCOC1 (THF). Reagents/catalysts: C=1C=CC(=CC1)[P](C=2C=CC=CC2)(C=3C=CC=CC3)[Pd]([P](C=4C=CC=CC4)(C=5C=CC=CC5)C=6C=CC=CC6)([P](C=7C=CC=CC7)(C=8C=CC=CC8)C=9C=CC=CC9)[P](C=1C=CC=CC1)(C=1C=CC=CC1)C=1C=CC=CC1 (tetrakis(triphenylphosphine)palladium(0)). Run in C1(=CC=CC=C1)C.C(C)O (toluene ethanol). Run at temperature 80 celsius. Yields the product C(C)C1=CC=C(C=C1)C1=CC(=C(C=C1)C1=CC=C(S1)C=O)F (5-(4′-ethyl-3-fluorobiphenyl-4-yl)thiophene-2-carbaldehyde). RXN SMILES: Br[C:2]1[S:6][C:5]([CH:7]=[O:8])=[CH:4][CH:3]=1.[CH2:9]([C:11]1[CH:16]=[CH:15][C:14]([C:17]2[CH:22]=[CH:21][C:20](B(O)O)=[C:19]([F:26])[CH:18]=2)=[CH:13][CH:12]=1)[CH3:10].C(=O)([O-])[O-].[Na+].[Na+].C1COCC1>C1(C)C=CC=CC=1.C(O)C.C1C=CC([P]([Pd]([P](C2C=CC=CC=2)(C2C=CC=CC=2)C2C=CC=CC=2)([P](C2C=CC=CC=2)(C2C=CC=CC=2)C2C=CC=CC=2)[P](C2C=CC=CC=2)(C2C=CC=CC=2)C2C=CC=CC=2)(C2C=CC=CC=2)C2C=CC=CC=2)=CC=1>[CH2:9]([C:11]1[CH:12]=[CH:13][C:14]([C:17]2[CH:22]=[CH:21][C:20]([C:2]3[S:6][C:5]([CH:7]=[O:8])=[CH:4][CH:3]=3)=[C:19]([F:26])[CH:18]=2)=[CH:15][CH:16]=1)[CH3:10] |f:2.3.4,6.7,^1:51,53,72,91|. Procedure details: A mixture of 58.5 g (0.31 mol) of 5-bromothiophene-2-carbaldehyde, 75.5 g (0.31 mol) of 4′-ethyl-3-fluoro-4-biphenylboronic acid, 17.0 g (14.7 mmol) of tetrakis(triphenylphosphine)palladium(0) and 375 ml of 2 N sodium carbonate solution in 935 ml of toluene/ethanol (1:1.5) is heated at 80° C. for 1 h. After cooling, the precipitated product is firstly dissolved by addition of THF. The organic phase is separated off, and the aqueous phase is extracted with MTBE. The combined organic phases are wa... Starting materials: CCCCCCCCCCCCCCCC(=O)Cl, CCCCCCCCCCCCCCCCCC(=O)NCC(=O)OCC, Cn1ccnc1, CCCCN(CCCC)CCCC, [Cl-], [Cl-], [Cl-], [Cl-], Clc1ccccc1, O, [Ti+4]. Yields the product CCCCCCCCCCCCCCCCCC(=O)NC(C(=O)CCCCCCCCCCCCCCC)C(=O)OCC. Reaction SMILES: [C:33]([CH2:34][CH2:35][CH2:36][CH2:37][CH2:38][CH2:39][CH2:40][CH2:41][CH2:42][CH2:43][CH2:44][CH2:45][CH2:46][CH2:47][CH3:48])(=[O:49])[Cl:50].[CH2:1]([CH3:2])[O:3][C:4]([CH2:5][NH:6][C:7]([CH2:8][CH2:9][CH2:10][CH2:11][CH2:12][CH2:13][CH2:14][CH2:15][CH2:16][CH2:17][CH2:18][CH2:19][CH2:20][CH2:21][CH2:22][CH2:23][CH3:24])=[O:25])=[O:26].[CH3:27][n:28]1[cH:29][cH:30][n:31][cH:32]1.[CH3:51][CH2:52][CH2:53][CH2:54][N:55]([CH2:56][CH2:57][CH2:58][CH3:59])[CH2:60][CH2:61][CH2:62][CH3:63].[Cl-:64].[Cl-:65].[Cl-:66].[Cl-:67].[Cl:70][c:71]1[cH:72][cH:73][cH:74][cH:75][cH:76]1.[OH2:69].[Ti+4:68]>>[CH2:1]([CH3:2])[O:3][C:4]([CH:5]([NH:6][C:7]([CH2:8][CH2:9][CH2:10][CH2:11][CH2:12][CH2:13][CH2:14][CH2:15][CH2:16][CH2:17][CH2:18][CH2:19][CH2:20][CH2:21][CH2:22][CH2:23][CH3:24])=[O:25])[C:33]([CH2:34][CH2:35][CH2:36][CH2:37][CH2:38][CH2:39][CH2:40][CH2:41][CH2:42][CH2:43][CH2:44][CH2:45][CH2:46][CH2:47][CH3:48])=[O:49])=[O:26]. Reactants: O=P(Cl)(Cl)Cl (POCl3), S1C(=NC2=C1C=CC=C2)C(=O)N (benzothiazole-2-carboxamide), N1=CC=CC=C1 (pyridine), O=P(Cl)(Cl)Cl (POCl3). Solvent: CCOC(=O)C (EtOAc), CCOC(=O)C (EtOAc), CCCCCC (Hexane). Run at temperature 0 celsius, time 20 minute. The product is C(#N)C=1SC2=C(N1)C=CC=C2 (2-cyanobenzothiazole). Yield: 95.0%. Reaction SMILES: [S:1]1[C:5]2[CH:6]=[CH:7][CH:8]=[CH:9][C:4]=2[N:3]=[C:2]1[C:10]([NH2:12])=O.N1C=CC=CC=1.O=P(Cl)(Cl)Cl>CCOC(C)=O.CCCCCC>[C:10]([C:2]1[S:1][C:5]2[CH:6]=[CH:7][CH:8]=[CH:9][C:4]=2[N:3]=1)#[N:12]. Reported procedure: Benzothiazole-2-carboxamide 8 (0.61 mmol, 0.1 g) was dissolved in anhydrous pyridine (0.080 mol, 6.5 ml) and stirred under N2 at 0° C. The temperature of the reaction was dropped to 0° C. during dropwise addition of POCl3 (0.015 mol, 1.4 ml). The solution immediately changed from clear to a pale pink coloring with addition of POCl3. After 20 min, the acetone/ice bath was removed and the reaction was stirred at RT for 2 h further. The tan/brown-colored reaction was then transferred to a larger re... Starting materials: Nc1ncc(Br)cc1OCc1ccccc1Cl, O=C(O)c1ccc(B(O)O)cc1, O=C([O-])[O-], CN(C)C=O, [K+], [K+], O, c1ccc(P(c2ccccc2)(c2ccccc2)[Pd](P(c2ccccc2)(c2ccccc2)c2ccccc2)(P(c2ccccc2)(c2ccccc2)c2ccccc2)P(c2ccccc2)(c2ccccc2)c2ccccc2)cc1. Yields the product Nc1ncc(-c2ccc(C(=O)O)cc2)cc1OCc1ccccc1Cl. RXN SMILES: [Br:1][c:2]1[cH:3][c:4]([O:9][CH2:10][c:11]2[c:12]([Cl:17])[cH:13][cH:14][cH:15][cH:16]2)[c:5]([NH2:8])[n:6][cH:7]1.[C:18](=[O:19])([OH:20])[c:21]1[cH:22][cH:23][c:24]([B:27]([OH:28])[OH:29])[cH:25][cH:26]1.[C:30](=[O:31])([O-:32])[O-:33].[CH3:36][N:37]([CH3:38])[CH:39]=[O:40].[K+:34].[K+:35].[OH2:118].[cH:41]1[cH:42][cH:43][c:44]([P:45]([Pd:46]([P:47]([c:48]2[cH:49][cH:50][cH:51][cH:52][cH:53]2)([c:54]2[cH:55][cH:56][cH:57][cH:58][cH:59]2)[c:60]2[cH:61][cH:62][cH:63][cH:64][cH:65]2)([P:66]([c:67]2[cH:68][cH:69][cH:70][cH:71][cH:72]2)([c:73]2[cH:74][cH:75][cH:76][cH:77][cH:78]2)[c:79]2[cH:80][cH:81][cH:82][cH:83][cH:84]2)[P:85]([c:86]2[cH:87][cH:88][cH:89][cH:90][cH:91]2)([c:92]2[cH:93][cH:94][cH:95][cH:96][cH:97]2)[c:98]2[cH:99][cH:100][cH:101][cH:102][cH:103]2)([c:104]2[cH:105][cH:106][cH:107][cH:108][cH:109]2)[c:110]2[cH:111][cH:112][cH:113][cH:114][cH:115]2)[cH:116][cH:117]1>>[c:2]1(-[c:24]2[cH:23][cH:22][c:21]([C:18](=[O:19])[OH:20])[cH:26][cH:25]2)[cH:3][c:4]([O:9][CH2:10][c:11]2[c:12]([Cl:17])[cH:13][cH:14][cH:15][cH:16]2)[c:5]([NH2:8])[n:6][cH:7]1.